The task is: describe an organic reaction: reactants, conditions, products, and yield. This data is from the Open Reaction Database (ORD), a public repository of structured organic reaction records. Starting materials: FC(C=1C(=NC=CC1)C(=O)O)(F)F (3-(trifluoromethyl)pyridine-2-carboxylic acid), C1=CC=C2C(=C1)N=NN2O.O (HOBT hydrate), CCN=C=NCCCN(C)C.Cl (EDCI.HCl), FC(C=1C(=NC=CN1)C(=O)O)(F)F (3-trifluoromethyl-pyrazine-2-carboxylic acid), BrC=1C=C(C(=NC1)C1(CC1)CN)Cl (C-[1-(5-bromo-3-chloro-pyridin-2-yl)-cyclopropyl]-methylamine). Solvent: C(C)N(CC)CC (triethylamine), ClCCl (dichloromethane), O (water). Conditions: time 14 hour. Product: BrC=1C=C(C(=NC1)C1(CC1)CNC(=O)C1=NC=CN=C1C(F)(F)F)Cl (3-trifluoromethyl-pyrazine-2-carboxylic acid [1-(5-bromo-3-chloro-pyridin-2-yl)-cyclopropylmethyl]-amide). Isolated yield 91.3%. Reaction SMILES: [Br:1][C:2]1[CH:3]=[C:4]([Cl:13])[C:5]([C:8]2([CH2:11][NH2:12])[CH2:10][CH2:9]2)=[N:6][CH:7]=1.FC(F)(F)C1C(C(O)=O)=NC=CC=1.C1C=C2N=NN(O)C2=CC=1.O.CCN=C=NCCCN(C)C.Cl.[F:50][C:51]([F:62])([F:61])[C:52]1[C:53]([C:58](O)=[O:59])=[N:54][CH:55]=[CH:56][N:57]=1>ClCCl.O.C(N(CC)CC)C>[Br:1][C:2]1[CH:3]=[C:4]([Cl:13])[C:5]([C:8]2([CH2:11][NH:12][C:58]([C:53]3[C:52]([C:51]([F:61])([F:50])[F:62])=[N:57][CH:56]=[CH:55][N:54]=3)=[O:59])[CH2:9][CH2:10]2)=[N:6][CH:7]=1 |f:2.3,4.5|. Procedure: 50 mg of C-[1-(5-bromo-3-chloro-pyridin-2-yl)-cyclopropyl]-methylamine (step 1 of PREPARATION EXAMPLE 2) was dissolved in 0.9 ml of dichloromethane and 0.085 ml of triethylamine was added at ambient temperature. Then 383 mg of 3-(trifluoromethyl)pyridine-2-carboxylic acid, 54 mg of HOBT hydrate, 76 mg of EDCI.HCl and 37 mg of 3-trifluoromethyl-pyrazine-2-carboxylic acid were added sequentially. The reaction mixture was stirred at ambient temperature for 14 hours and then water was added, the pha... The reactants are CC(C)(C)CBr, O=C([O-])[O-], CN(C)C=O, CCOC(C)=O, [Cs+], [Cs+], CCOC(=O)c1c(C=Cc2cccc(OC(F)F)c2O)nc2sccn12, O. Product: CCOC(=O)c1c(C=Cc2cccc(OC(F)F)c2OCC(C)(C)C)nc2sccn12. Reaction SMILES: [Br:33][CH2:34][C:35]([CH3:36])([CH3:37])[CH3:38].[C:27](=[O:28])([O-:29])[O-:30].[CH3:39][N:40]([CH3:41])[CH:42]=[O:43].[CH3:44][CH2:45][O:46][C:47](=[O:48])[CH3:49].[Cs+:31].[Cs+:32].[F:1][CH:2]([O:3][c:4]1[c:5]([OH:25])[c:6]([CH:10]=[CH:11][c:12]2[n:13][c:14]3[s:15][cH:16][cH:17][n:18]3[c:19]2[C:20](=[O:21])[O:22][CH2:23][CH3:24])[cH:7][cH:8][cH:9]1)[F:26].[OH2:50]>>[F:1][CH:2]([O:3][c:4]1[c:5]([O:25][CH2:34][C:35]([CH3:36])([CH3:37])[CH3:38])[c:6]([CH:10]=[CH:11][c:12]2[n:13][c:14]3[s:15][cH:16][cH:17][n:18]3[c:19]2[C:20](=[O:21])[O:22][CH2:23][CH3:24])[cH:7][cH:8][cH:9]1)[F:26]. The reactants are C(C#C)Br (Propargyl bromide), [H-].[K+] (potassium hydride), [H-].[K+] (potassium hydride), COC(CC1=CC=C(C(=O)OC)C=C1)=O (homoterephthalic acid dimethyl ester), C(C)(=O)O (acetic acid). Run in O (water), O1CCCC1 (tetrahydrofuran). Run at temperature 0 celsius, time 1 hour. The product is COC(C(C1=CC=C(C(=O)OC)C=C1)CC#C)=O (α-Propargylhomoterephthalic Acid Dimethyl Ester). As a reaction SMILES: [H-].[K+].[CH3:3][O:4][C:5](=[O:17])[CH2:6][C:7]1[CH:16]=[CH:15][C:10]([C:11]([O:13][CH3:14])=[O:12])=[CH:9][CH:8]=1.[CH2:18](Br)[C:19]#[CH:20].C(O)(=O)C>O1CCCC1.O>[CH3:3][O:4][C:5](=[O:17])[CH:6]([CH2:20][C:19]#[CH:18])[C:7]1[CH:16]=[CH:15][C:10]([C:11]([O:13][CH3:14])=[O:12])=[CH:9][CH:8]=1 |f:0.1|. Procedure: A mixture of 35% potassium hydride in oil (6.04 g, 35% w/w, 53 mmols of potassium hydride) in 240 mL of sieve dried tetrahydrofuran was cooled to 0° C. The cold mixture was treated with homoterephthalic acid dimethyl ester (10.0 g, 48 mmols). The mixture was stirred at 0° C. for one hour. Propargyl bromide (53 mmols) was added and the mixture stirred at 0° C. for 30 minutes, then at room temperature for 16 hours. The resulting mixture was treated with 4.8 mL of 50% acetic acid, then poured into ... The reactants are BrC1=C(C=C(C(=C1)OC)OC)[N+](=O)[O-] (1-Bromo-4,5-dimethoxy-2-nitro-benzene), C([O-])([O-])=O.[K+].[K+] (potassium carbonate), C(=C)(C)B1OC(C)(C)C(C)(C)O1 (Isopropenylboronic acid pinacol ester). Reagents/catalysts: C=1C=CC(=CC1)[P](C=2C=CC=CC2)(C=3C=CC=CC3)[Pd]([P](C=4C=CC=CC4)(C=5C=CC=CC5)C=6C=CC=CC6)([P](C=7C=CC=CC7)(C=8C=CC=CC8)C=9C=CC=CC9)[P](C=1C=CC=CC1)(C=1C=CC=CC1)C=1C=CC=CC1 (tetrakis(triphenylphosphine)palladium(0)). Run in O1CCOCC1 (dioxane). Run at temperature 100 celsius. Yields the product C(=C)(C)C1=C(C=C(C(=C1)OC)OC)[N+](=O)[O-] (1-isopropenyl-4,5-dimethoxy-2-nitro-benzene). Isolated yield 28.5%. Reaction SMILES: Br[C:2]1[CH:7]=[C:6]([O:8][CH3:9])[C:5]([O:10][CH3:11])=[CH:4][C:3]=1[N+:12]([O-:14])=[O:13].C(=O)([O-])[O-].[K+].[K+].[C:21](B1OC(C)(C)C(C)(C)O1)([CH3:23])=[CH2:22]>O1CCOCC1.C1C=CC([P]([Pd]([P](C2C=CC=CC=2)(C2C=CC=CC=2)C2C=CC=CC=2)([P](C2C=CC=CC=2)(C2C=CC=CC=2)C2C=CC=CC=2)[P](C2C=CC=CC=2)(C2C=CC=CC=2)C2C=CC=CC=2)(C2C=CC=CC=2)C2C=CC=CC=2)=CC=1>[C:21]([C:2]1[CH:7]=[C:6]([O:8][CH3:9])[C:5]([O:10][CH3:11])=[CH:4][C:3]=1[N+:12]([O-:14])=[O:13])([CH3:23])=[CH2:22] |f:1.2.3,^1:42,44,63,82|. Procedure: 1-Bromo-4,5-dimethoxy-2-nitro-benzene (6.55 g, 25.0 mmol), potassium carbonate (2 eq, 6.91 g) and tetrakis(triphenylphosphine)palladium(0) (0.125 eq, 3.61 g) were dissolved in dioxane. Isopropenylboronic acid pinacol ester (1 eq, 4.7 ml) was added and the mixture was heated to 100° C. overnight. Upon cooling the mixture was filtered through celite. The filtrate was concentrated in vacuo, and the residue was purified by flash chromatography (gradient 9:1 to 1:1 Hexanes/Ethyl Acetate) to give 1-is... Starting materials: CN, CCO, CSC(=C[N+](=O)[O-])NCc1ccc(Cl)cc1. Product: CNC(=C[N+](=O)[O-])NCc1ccc(Cl)cc1. Reaction SMILES: [CH3:17][NH2:18].[CH3:19][CH2:20][OH:21].[Cl:1][c:2]1[cH:3][cH:4][c:5]([CH2:6][NH:7][C:8](=[CH:9][N+:10](=[O:11])[O-:12])[S:13][CH3:14])[cH:15][cH:16]1>>[Cl:1][c:2]1[cH:3][cH:4][c:5]([CH2:6][NH:7][C:8](=[CH:9][N+:10](=[O:11])[O-:12])[NH:18][CH3:17])[cH:15][cH:16]1. Starting materials: Cl (hydrochloric acid), C1(=CC=CC=C1)CCCN1CC(N(CC1)CCCNC(=O)C1=CC2=CN=C3C=CC=C(S1)N32)=O (N-[3-[4-(3-phenylpropan-1-yl)-2-oxopiperazin-1-yl]propan-1-yl]-5-thia-1,8b-diazaacenaphthylene-4-carboxamide). Run in C(C)O (ethanol). Reaction conditions: time 1 hour. The product is Cl.Cl.C1(=CC=CC=C1)CCCN1CC(N(CC1)CCCNC(=O)C1=CC2=CN=C3C=CC=C(S1)N32)=O (N-[3-[4-(3-phenylpropan-1-yl)-2-oxopiperazin-1-yl]propan-1-yl]-5-thia-1,8b-diazaacenaphthylene-4-carboxamide dihydrochloride), powder. The yield is 98.0%. As a reaction SMILES: [ClH:1].[C:2]1([CH2:8][CH2:9][CH2:10][N:11]2[CH2:16][CH2:15][N:14]([CH2:17][CH2:18][CH2:19][NH:20][C:21]([C:23]3[S:33][C:32]4[N:34]5[C:25](=[CH:26][N:27]=[C:28]5[CH:29]=[CH:30][CH:31]=4)[CH:24]=3)=[O:22])[C:13](=[O:35])[CH2:12]2)[CH:7]=[CH:6][CH:5]=[CH:4][CH:3]=1>C(O)C>[ClH:1].[ClH:1].[C:2]1([CH2:8][CH2:9][CH2:10][N:11]2[CH2:16][CH2:15][N:14]([CH2:17][CH2:18][CH2:19][NH:20][C:21]([C:23]3[S:33][C:32]4[N:34]5[C:25](=[CH:26][N:27]=[C:28]5[CH:29]=[CH:30][CH:31]=4)[CH:24]=3)=[O:22])[C:13](=[O:35])[CH2:12]2)[CH:3]=[CH:4][CH:5]=[CH:6][CH:7]=1 |f:3.4.5|. Procedure: Concentrated hydrochloric acid (0.8 ml) was added to a stirred solution of N-[3-[4-(3-phenylpropan-1-yl)-2-oxopiperazin-1-yl]propan-1-yl]-5-thia-1,8b-diazaacenaphthylene-4-carboxamide (261 mg, 0.549 mmol) in ethanol (5.0 ml) at room temperature. After stirring at room temperature for 1 hour, the reaction mixture was concentrated in vacuo to give N-[3-[4-(3-phenylpropan-1-yl)-2-oxopiperazin-1-yl]propan-1-yl]-5-thia-1,8b-diazaacenaphthylene-4-carboxamide dihydrochloride as an orange amorphous powd...